From a dataset of the Open Reaction Database (ORD), a public repository of structured organic reaction records. describe an organic reaction: reactants, conditions, products, and yield Starting materials: C(C)OC(=O)N1CCC2=C(CC1)C(=C(S2)Br)Br (2,3-Dibromo-4,5,7,8-tetrahydro-thieno[2,3-d]azepine-6-carboxylic acid ethyl ester). The reagents and catalysts are [Zn] (Zn). Solvent: O (water), CC(=O)O (HOAc), O (water). Product: C(C)OC(=O)N1CCC2=C(CC1)C(=CS2)Br (3-Bromo-4,5,7,8-tetrahydro-thieno[2,3-d]azepine-6-carboxylic acid ethyl ester). Isolated yield 73.7%. Reaction SMILES: [CH2:1]([O:3][C:4]([N:6]1[CH2:12][CH2:11][C:10]2[C:13]([Br:17])=[C:14](Br)[S:15][C:9]=2[CH2:8][CH2:7]1)=[O:5])[CH3:2]>CC(O)=O.O.[Zn]>[CH2:1]([O:3][C:4]([N:6]1[CH2:12][CH2:11][C:10]2[C:13]([Br:17])=[CH:14][S:15][C:9]=2[CH2:8][CH2:7]1)=[O:5])[CH3:2]. Reported procedure: The product of step (e) (1.3 g, 3.39 mmol) was dissolved in 1:1 HOAc:water (40 mL), treated with Zn dust (0.44 g, 6.79 mmol), and heated to reflux for 1 hour. The reaction was cooled, diluted with water and extracted 2×EtOAc. The organic extracts were dried over MgSO4 and concentrated to give 0.76 g of the sub-title compound. The reactants are O=C([O-])[O-], C1COCCO1, N#Cc1ccc2nccc(Cl)c2c1, [K+], [K+], c1ccc(P(c2ccccc2)(c2ccccc2)[Pd](P(c2ccccc2)(c2ccccc2)c2ccccc2)(P(c2ccccc2)(c2ccccc2)c2ccccc2)P(c2ccccc2)(c2ccccc2)c2ccccc2)cc1, OB(O)c1ccncc1. The product is N#Cc1ccc2nccc(-c3ccncc3)c2c1. RXN SMILES: [C:23](=[O:24])([O-:25])[O-:26].[CH2:29]1[O:30][CH2:31][CH2:32][O:33][CH2:34]1.[Cl:1][c:2]1[cH:3][cH:4][n:5][c:6]2[cH:7][cH:8][c:9]([C:12]#[N:13])[cH:10][c:11]12.[K+:27].[K+:28].[cH:35]1[cH:36][cH:37][c:38]([P:39]([Pd:40]([P:41]([c:42]2[cH:43][cH:44][cH:45][cH:46][cH:47]2)([c:48]2[cH:49][cH:50][cH:51][cH:52][cH:53]2)[c:54]2[cH:55][cH:56][cH:57][cH:58][cH:59]2)([P:60]([c:61]2[cH:62][cH:63][cH:64][cH:65][cH:66]2)([c:67]2[cH:68][cH:69][cH:70][cH:71][cH:72]2)[c:73]2[cH:74][cH:75][cH:76][cH:77][cH:78]2)[P:79]([c:80]2[cH:81][cH:82][cH:83][cH:84][cH:85]2)([c:86]2[cH:87][cH:88][cH:89][cH:90][cH:91]2)[c:92]2[cH:93][cH:94][cH:95][cH:96][cH:97]2)([c:98]2[cH:99][cH:100][cH:101][cH:102][cH:103]2)[c:104]2[cH:105][cH:106][cH:107][cH:108][cH:109]2)[cH:110][cH:111]1.[n:14]1[cH:15][cH:16][c:17]([B:20]([OH:21])[OH:22])[cH:18][cH:19]1>>[c:2]1(-[c:17]2[cH:16][cH:15][n:14][cH:19][cH:18]2)[cH:3][cH:4][n:5][c:6]2[cH:7][cH:8][c:9]([C:12]#[N:13])[cH:10][c:11]12. The reactants are CN1C(NC(C12CC1=CC=C(C=C1C2)C(=O)O)=O)=O (3-methyl-2,5-dioxo-1′,3′-dihydrospiro[imidazolidine-4,2′-indene]-5′-carboxylic acid), OS(=O)(=O)O (H2SO4), CO (MeOH). Yields the product CN1C(NC([C@@]12CC1=CC=C(C=C1C2)C(=O)OC)=O)=O (methyl (4S)-3-methyl-2,5-dioxo-1′,3′-dihydrospiro[imidazolidine-4,2′-indene]-5′-carboxylate). Reaction SMILES: [CH3:1][N:2]1[C:6]2([CH2:14][C:13]3[C:8](=[CH:9][CH:10]=[C:11]([C:15]([OH:17])=[O:16])[CH:12]=3)[CH2:7]2)[C:5](=[O:18])[NH:4][C:3]1=[O:19].OS(O)(=O)=O.[CH3:25]O>>[CH3:1][N:2]1[C@@:6]2([CH2:14][C:13]3[C:8](=[CH:9][CH:10]=[C:11]([C:15]([O:17][CH3:25])=[O:16])[CH:12]=3)[CH2:7]2)[C:5](=[O:18])[NH:4][C:3]1=[O:19]. Procedure: To a stirred solution of 3-methyl-2,5-dioxo-1′,3′-dihydrospiro[imidazolidine-4,2′-indene]-5′-carboxylic acid (4.50 g, 17.3 mmol) in MeOH (500 mL) was added conc. H2SO4 (1 mL, 18 mmol) and the resulting mixture was heated at reflux for 24 h. The reaction mixture was concentrated in vacuo to a volume of about 150 mL and then partitioned between saturated aqueous sodium bicarbonate (200 mL) and CHCl3 (500 mL). The aqueous layer was extracted further with CHCl3 (250 mL). The combined organic extract... RXN SMILES: [C:1]([C:3]1[CH:4]=[CH:5][CH:6]=[C:7]2[C:11]=1[NH:10][CH2:9][CH2:8]2)#N.[OH-:12].[Na+].S(=O)(=O)(O)[OH:15]>>[NH:10]1[C:11]2[C:7](=[CH:6][CH:5]=[CH:4][C:3]=2[C:1]([OH:15])=[O:12])[CH2:8][CH2:9]1 |f:1.2|. Procedure: A mixture of 7-cyanoindoline (4.32 g) and 50% aqueous sulfuric acid (40 ml) was stirred at 110°-120° C. for 5.5 hours, cooled to 5° C. and adjusted to pH 7-8 with 24% aqueous sodium hydroxide. The mixture was washed with ethyl acetate and the aqueous layer was adjusted to pH 2.5-3.0 with 6N hydrochloric acid. The precipitates were collected by filtration to give indoline-7-carboxylic acid (3.25 g). Reaction conditions: temperature 5 celsius, time 5.5 hour. Reactants: C(#N)C=1C=CC=C2CCNC12 (7-cyanoindoline), S(O)(O)(=O)=O (sulfuric acid), [OH-].[Na+] (sodium hydroxide). Product: N1CCC2=CC=CC(=C12)C(=O)O (indoline-7-carboxylic acid). Reactants: C[C@@H]1C[C@@H]([C@@H]2[C@H](C[C@H]([C@@](O2)(C(=O)C(=O)N3CCCC[C@H]3C(=O)O[C@@H]([C@@H]([C@H](CC(=O)[C@@H](/C=C(/C1)\C)CC=C)O)C)/C(=C/[C@@H]4CC[C@H]([C@@H](C4)OC)O)/C)O)C)OC)OC (FR-900506), N(=C=O)CCCC(=O)OCC[Si](C)(C)C (2-trimethylsilylethyl 4-isocyanatobutyrate). The reagents and catalysts are C(C)N(CC)CC (triethylamine). Solvent: C1=CC=CC=C1 (benzene). Reaction conditions: time 2 hour. Yields the product C(C=C)C1C(CC(C(C(OC(C2CCCCN2C(C(C2(C(CC(C(C(CC(CC(=C1)C)C)OC)O2)OC)C)O)=O)=O)=O)C(=CC2CC(C(CC2)OC(NCCCC(=O)OCC[Si](C)(C)C)=O)OC)C)C)O)=O (17-allyl-12-[2-[3-methoxy-4-{3-(2-trimethylsilylethoxycarbonyl)propylcarbamoyloxy}cyclohexyl]-1-methylvinyl]-1,14-dihydroxy-23,25-dimethoxy-13,19,21,27-tetramethyl-11,28-dioxa-4-azatricyclo[22.3.1.04,9 ]octacos-18-ene-2,3,10,16-tetraone). RXN SMILES: [CH3:1][C@H:2]1[CH2:33][C:32]([CH3:34])=[CH:31][C@@H:30]([CH2:35][CH:36]=[CH2:37])[C:28](=[O:29])[CH2:27][C@H:26]([OH:38])[C@@H:25]([CH3:39])[C@@H:24](/[C:40](/[CH3:51])=[CH:41]/[C@H:42]2[CH2:47][C@@H:46]([O:48][CH3:49])[C@H:45]([OH:50])[CH2:44][CH2:43]2)[O:23][C:21](=[O:22])[C@H:20]2[N:15]([CH2:16][CH2:17][CH2:18][CH2:19]2)[C:13](=[O:14])[C:11](=[O:12])[C@:9]2([OH:52])[O:10][C@@H:5]([C@@H:6]([O:54][CH3:55])[CH2:7][C@H:8]2[CH3:53])[C@@H:4]([O:56][CH3:57])[CH2:3]1.[N:58]([CH2:61][CH2:62][CH2:63][C:64]([O:66][CH2:67][CH2:68][Si:69]([CH3:72])([CH3:71])[CH3:70])=[O:65])=[C:59]=[O:60]>C(N(CC)CC)C.C1C=CC=CC=1>[CH2:35]([CH:30]1[CH:31]=[C:32]([CH3:34])[CH2:33][CH:2]([CH3:1])[CH2:3][CH:4]([O:56][CH3:57])[CH:5]2[O:10][C:9]([OH:52])([CH:8]([CH3:53])[CH2:7][CH:6]2[O:54][CH3:55])[C:11](=[O:12])[C:13](=[O:14])[N:15]2[CH:20]([CH2:19][CH2:18][CH2:17][CH2:16]2)[C:21](=[O:22])[O:23][CH:24]([C:40]([CH3:51])=[CH:41][CH:42]2[CH2:43][CH2:44][CH:45]([O:50][C:59](=[O:60])[NH:58][CH2:61][CH2:62][CH2:63][C:64]([O:66][CH2:67][CH2:68][Si:69]([CH3:70])([CH3:72])[CH3:71])=[O:65])[CH:46]([O:48][CH3:49])[CH2:47]2)[CH:25]([CH3:39])[CH:26]([OH:38])[CH2:27][C:28]1=[O:29])[CH:36]=[CH2:37]. Procedure details: A solution of the FR-900506 substance (310 mg), 2-trimethylsilylethyl 4-isocyanatobutyrate (350 mg) and triethylamine (6 drops) in anhydrous benzene (4 ml) was heated at 50° C. with stirring for 2 hours. The reaction mixture was allowed to stand at room temperature overnight. The mixture was concentrated to dryness under reduced procedure to leave a residue, which was chromatographed on silica gel in chloroform. Elution was carried out with chloroform to give 17-allyl-12-[2-[3-methoxy-4-{3-(2-tr...